Dataset: the Open Reaction Database (ORD), a public repository of structured organic reaction records. Task: describe an organic reaction: reactants, conditions, products, and yield The reactants are BrC1=CC(=C(C(=O)NC=2C=CC=C3C=CC=NC23)C(=C1)CC)CC (4-bromo-2,6-diethyl-N-quinolin-8-yl-benzamide), S(O)(O)(=O)=O (sulphuric acid). Reaction conditions: temperature 120 celsius. Product: BrC1=CC(=C(C(=O)O)C(=C1)CC)CC (4-bromo-2,6-diethyl-benzoic acid). The yield is 56.0%. RXN SMILES: [Br:1][C:2]1[CH:20]=[C:19]([CH2:21][CH3:22])[C:5]([C:6](NC2C=CC=C3C=2N=CC=C3)=[O:7])=[C:4]([CH2:23][CH3:24])[CH:3]=1.S(=O)(=O)(O)[OH:26]>>[Br:1][C:2]1[CH:3]=[C:4]([CH2:23][CH3:24])[C:5]([C:6]([OH:7])=[O:26])=[C:19]([CH2:21][CH3:22])[CH:20]=1. Procedure details: A mixture of 4-bromo-2,6-diethyl-N-quinolin-8-yl-benzamide (2.9 g, 7.6 mmol) in 40% sulphuric acid (15 ml) is heated at 120° C. for 16 h. After completion, the reaction mixture is extracted with ether (2×100 ml) and the combined organic layers are dried over sodium sulfate and concentrated to obtain 4-bromo-2,6-diethyl-benzoic acid (1.1 g, 4.28 mmol, 56%). Starting materials: [H-].[Na+] (sodium hydride), NC1=C(C(=CC(=C1)N)C(F)(F)F)N(C(OCC)=O)C1=C(C=C(C=C1)Cl)Cl (Ethyl 2,4-diamino-6-(trifluoromethyl)phenyl(2,4-dichlorophenyl)carbamate), C([O-])(O)=O.[Na+] (sodium bicarbonate). The solvent is C(C)O (ethanol). Product: NC1=CC2=C(N(C(N2)=O)C2=C(C=C(C=C2)Cl)Cl)C(=C1)C(F)(F)F (5-amino-1-(2,4-dichlorophenyl)-7-(trifluoromethyl)-1,3-dihydro-2H-benzimidazol-2-one). Yield: 79.3%. RXN SMILES: [NH2:1][C:2]1[CH:7]=[C:6]([NH2:8])[CH:5]=[C:4]([C:9]([F:12])([F:11])[F:10])[C:3]=1[N:13]([C:19]1[CH:24]=[CH:23][C:22]([Cl:25])=[CH:21][C:20]=1[Cl:26])[C:14](=[O:18])OCC.[H-].[Na+].C(=O)(O)[O-].[Na+]>C(O)C>[NH2:8][C:6]1[CH:5]=[C:4]([C:9]([F:10])([F:11])[F:12])[C:3]2[N:13]([C:19]3[CH:24]=[CH:23][C:22]([Cl:25])=[CH:21][C:20]=3[Cl:26])[C:14](=[O:18])[NH:1][C:2]=2[CH:7]=1 |f:1.2,3.4|. Reported procedure: Ethyl 2,4-diamino-6-(trifluoromethyl)phenyl(2,4-dichlorophenyl)carbamate (1.1454 g) was dissolved in ethanol (20 ml), and to the solution was added sodium hydride (112.2 mg). The reaction mixture was heated at reflux for 6 hours. After allowing to cool, to the reaction mixture was added saturated aqueous sodium bicarbonate solution, and the mixture was extracted with ethyl acetate. The organic layer was washed with saturated brine, dried over anhydrous magnesium sulfate, and concentrated in vacu... Reactants: C(C)(C)(C)OC(=O)N1C(C(CCC1)C1=CC=CC=C1)C(=O)O (1-(tert-butoxycarbonyl)-3-phenylpiperidine-2-carboxylic acid). Solvent: C1CCOC1 (THF), C1CCOC1 (THF). Conditions: time 18 hour. Product: OCC1N(CCCC1C1=CC=CC=C1)C(=O)OC(C)(C)C (tert-butyl 2-(hydroxymethyl)-3-phenylpiperidine-1-carboxylate). The yield is 82.0%. RXN SMILES: [C:1]([O:5][C:6]([N:8]1[CH2:13][CH2:12][CH2:11][CH:10]([C:14]2[CH:19]=[CH:18][CH:17]=[CH:16][CH:15]=2)[CH:9]1[C:20](O)=[O:21])=[O:7])([CH3:4])([CH3:3])[CH3:2]>C1COCC1>[OH:21][CH2:20][CH:9]1[CH:10]([C:14]2[CH:19]=[CH:18][CH:17]=[CH:16][CH:15]=2)[CH2:11][CH2:12][CH2:13][N:8]1[C:6]([O:5][C:1]([CH3:4])([CH3:3])[CH3:2])=[O:7]. Procedure details: To a solution of 1-(tert-butoxycarbonyl)-3-phenylpiperidine-2-carboxylic acid (416 mg, 1.36 mmol) in THF (2 ml) at 0° C. was added 1M borane-THF complex in THF (4.1 ml, 3.01 mmol). The reaction was warmed to rt and allowed to stir for 18 h. The reaction was cooled to 0° C., quenched with the careful addition of methanol, and concentrated in vacuo to yield tert-butyl 2-(hydroxymethyl)-3-phenylpiperidine-1-carboxylate (82%). HRMS (ES, M+Na) calcd for C17H25NO3: 314.1726, found: 314.1720. 1H NMR (4... Starting materials: CN1N=CC(=C1)C(CC1=CSC=C1)=O (1-(1-methyl-1H-pyrazol-4-yl)-2-(thiophen-3-yl)ethanone), CN1N=CC(=C1)C(CC1=CSC=C1)=O (1-(1-methyl-1H-pyrazol-4-yl)-2-(thiophen-3-yl)ethanone), C(=O)C1=CC(=C(C(=O)OC)C=C1)O (methyl 4-formyl-2-hydroxybenzoate), C(=O)C1=CC(=C(C(=O)OC)C=C1)O (methyl 4-formyl-2-hydroxybenzoate), CC1(OC(=O)CC(=O)O1)C (meldrum's acid), C(=O)(C)[O-].[NH4+] (AcONH4). Solvent: CC(=O)O (AcOH). Run at temperature 40 celsius, time 5 hour. Yields the product OC1=C(C(=O)O)C=CC(=C1)C1CC(NC(=C1C1=CSC=C1)C=1C=NN(C1)C)=O (2-hydroxy-4-(6-(1-methyl-1H-pyrazol-4-yl)-2-oxo-5-(thiophen-3-yl)-1,2,3,4-tetrahydropyridin-4-yl)benzoic acid). The yield is 7.6%. As a reaction SMILES: [CH3:1][N:2]1[CH:6]=[C:5]([C:7](=O)[CH2:8][C:9]2[CH:13]=[CH:12][S:11][CH:10]=2)[CH:4]=[N:3]1.[CH:15]([C:17]1[CH:26]=[CH:25][C:20]([C:21]([O:23]C)=[O:22])=[C:19]([OH:27])[CH:18]=1)=O.[CH3:28][C:29]1(C)[O:36]C(=O)CC(=O)O1.C([O-])(C)=O.[NH4+:42]>CC(O)=O>[OH:27][C:19]1[CH:18]=[C:17]([CH:15]2[C:8]([C:9]3[CH:13]=[CH:12][S:11][CH:10]=3)=[C:7]([C:5]3[CH:4]=[N:3][N:2]([CH3:1])[CH:6]=3)[NH:42][C:29](=[O:36])[CH2:28]2)[CH:26]=[CH:25][C:20]=1[C:21]([OH:23])=[O:22] |f:3.4|. Procedure details: A mixture of 1-(1-methyl-1H-pyrazol-4-yl)-2-(thiophen-3-yl)ethanone (Intermediate 3) (300 mg, 1.5 mmol), methyl 4-formyl-2-hydroxybenzoate (Intermediate 5) (315 mg, 1.7 mmol), meldrum's acid (245 mg, 1.7 mmol) and AcONH4 (130 mg, 1.7 mmol) in AcOH (3 mL) was refluxed under N2 atmosphere overnight. The mixture was concentrated under reduced pressure and taken up in MeOH (10 mL) and aq. NaOH (2 M, 10 mL). The reaction was stirred at 40° C. for 5 hours. The resulting mixture was cooled to room temp... Starting materials: BrC=1C=CC(=C(C(=O)O)C1)Cl (5-bromo-2-chlorobenzoic acid), C1(=CC=CC=C1)SC (thioanisole). Product: BrC1=CC(=C(C=C1)Cl)CC1=CC=C(C=C1)SC (1-bromo-4-chloro-3-(4-methylthiobenzyl)benzene). As a reaction SMILES: [Br:1][C:2]1[CH:3]=[CH:4][C:5]([Cl:11])=[C:6]([CH:10]=1)[C:7](O)=O.[C:12]1([S:18][CH3:19])[CH:17]=[CH:16][CH:15]=[CH:14][CH:13]=1>>[Br:1][C:2]1[CH:3]=[CH:4][C:5]([Cl:11])=[C:6]([CH2:7][C:15]2[CH:16]=[CH:17][C:12]([S:18][CH3:19])=[CH:13][CH:14]=2)[CH:10]=1. Procedure: Synthesis was performed by a similar method as in Preparation Example 14 using 5-bromo-2-chlorobenzoic acid and thioanisole. Reactants: Cl.Cl.ClC1=C(CN2CCN(CC2)CCC2=CC=C(C(=O)Cl)C=C2)C=CC=C1 (4-{2-[1-(2-chlorobenzyl)-piperazin-4-yl]-ethyl}-benzoyl chloride dihydrochloride), C1(=C(C(=C(C(=C1F)F)F)N)F)N.Cl.Cl (dihydrochloride), S(=O)(Cl)Cl (thionyl chloride). Reaction conditions: temperature 20 celsius, time 8 hour. Product: OCCNC(C1=CC=C(C=C1)CCN1CCN(CC1)CC1=C(C=CC=C1)Cl)=O (4-{2-[1-(2-Chlorobenzyl)-piperazin-4-yl]-ethyl}-benzoic acid 2-hydroxyethylamide). Yield: 98.0%. Reaction SMILES: Cl.Cl.[Cl:3][C:4]1[CH:27]=[CH:26][CH:25]=[CH:24][C:5]=1[CH2:6][N:7]1[CH2:12][CH2:11][N:10]([CH2:13][CH2:14][C:15]2[CH:23]=[CH:22][C:18]([C:19](Cl)=[O:20])=[CH:17][CH:16]=2)[CH2:9][CH2:8]1.[C:28]1([NH2:39])C(F)=C(F)C(F)=C(N)[C:29]=1F.Cl.Cl.S(Cl)(Cl)=[O:43]>>[OH:43][CH2:29][CH2:28][NH:39][C:19](=[O:20])[C:18]1[CH:22]=[CH:23][C:15]([CH2:14][CH2:13][N:10]2[CH2:11][CH2:12][N:7]([CH2:6][C:5]3[CH:24]=[CH:25][CH:26]=[CH:27][C:4]=3[Cl:3])[CH2:8][CH2:9]2)=[CH:16][CH:17]=1 |f:0.1.2,3.4.5|. Procedure: To a solution of 11.0 g. (24.4 mmole) 4-{2-[1-(2-chlorobenzyl)-piperazin-4-yl]-ethyl}-benzoyl chloride dihydrochloride (prepared from the dihydrochloride of the acid by boiling for 3 hours with excess thionyl chloride, evaporating and digesting with ligroin; yield 98% of theory; m.p. 260° C.) and 10 ml. anhydrous pyridine there are added, with stirring at 20° C., 10 ml. ethanolamine and the reaction mixture is left to stand overnight and then poured into about 100 ml. water. The precipitate obta... Reactants: C(C)OC(C(CC1=C(C=C(C=C1)O)C)OCC)=O ([rac]-2-ethoxy-3-(4-hydroxy-2-methyl-phenyl)-propionic acid ethyl ester), O=P(Cl)(Cl)Cl (POCl3), C([O-])([O-])=O.[Cs+].[Cs+] (cesium carbonate), ClCC=1N=C(OC1C)C1=CC(=CC(=C1)Cl)Cl (4-chloromethyl-2-(3,5-dichloro-phenyl)-5-methyl-oxazole), ClC=1C=C(C=O)C=C(C1)Cl (3,5-dichloro-benzaldehyde), [I-].[K+] (potassium iodide). Yields the product C(C)OC(C(CC1=C(C=C(C=C1)OCC=1N=C(OC1C)C1=CC(=CC(=C1)Cl)Cl)C)OCC)=O ([rac]-3-{4-[2-(3,5-dichloro-phenyl)-5-methyl-oxazol-4-ylmethoxy]-2-methyl-phenyl}-2-ethoxy-propionic acid ethyl ester). Reaction SMILES: [CH2:1]([O:3][C:4](=[O:18])[CH:5]([O:15][CH2:16][CH3:17])[CH2:6][C:7]1[CH:12]=[CH:11][C:10]([OH:13])=[CH:9][C:8]=1[CH3:14])[CH3:2].Cl[CH2:20][C:21]1[N:22]=[C:23]([C:27]2[CH:32]=[C:31]([Cl:33])[CH:30]=[C:29]([Cl:34])[CH:28]=2)[O:24][C:25]=1[CH3:26].ClC1C=C(C=C(Cl)C=1)C=O.O=P(Cl)(Cl)Cl.C(=O)([O-])[O-].[Cs+].[Cs+].[I-].[K+]>>[CH2:1]([O:3][C:4](=[O:18])[CH:5]([O:15][CH2:16][CH3:17])[CH2:6][C:7]1[CH:12]=[CH:11][C:10]([O:13][CH2:20][C:21]2[N:22]=[C:23]([C:27]3[CH:32]=[C:31]([Cl:33])[CH:30]=[C:29]([Cl:34])[CH:28]=3)[O:24][C:25]=2[CH3:26])=[CH:9][C:8]=1[CH3:14])[CH3:2] |f:4.5.6,7.8|. Procedure details: In analogy to the procedure described in example 1 f], [rac]-2-ethoxy-3-(4-hydroxy-2-methyl-phenyl)-propionic acid ethyl ester was reacted with 4-chloromethyl-2-(3,5-dichloro-phenyl)-5-methyl-oxazole (prepared from 3,5-dichloro-benzaldehyde and diacetyl monoxyme followed by treatment with POCl3 in analogy to the procedures described in examples 2 a] and b]) in the presence of cesium carbonate and potassium iodide to yield [rac]-3-{4-[2-(3,5-dichloro-phenyl)-5-methyl-oxazol-4-ylmethoxy]-2-methyl-... Reactants: NC=1C(N(C(N(C1N)CC)=O)CC)=O (5,6-diamino-1,3-diethyluracil), FC(C=1C=C(C=CC(=O)O)C=CC1)(F)F (3-trifluoromethylcinnamic acid). Product: C(C)N1C(=O)N(C=2N=C(NC2C1=O)\C=C\C1=CC(=CC=C1)C(F)(F)F)CC ((E)-1,3-Diethyl-8-(3-trifluoromethylstyryl)xanthine). Reaction SMILES: [NH2:1][C:2]1[C:3](=[O:14])[N:4]([CH2:12][CH3:13])[C:5](=[O:11])[N:6]([CH2:9][CH3:10])[C:7]=1[NH2:8].[F:15][C:16]([F:29])([F:28])[C:17]1[CH:18]=[C:19]([CH:25]=[CH:26][CH:27]=1)[CH:20]=[CH:21][C:22](O)=O>>[CH2:12]([N:4]1[C:3](=[O:14])[C:2]2[NH:1][C:22](/[CH:21]=[CH:20]/[C:19]3[CH:25]=[CH:26][CH:27]=[C:17]([C:16]([F:15])([F:28])[F:29])[CH:18]=3)=[N:8][C:7]=2[N:6]([CH2:9][CH3:10])[C:5]1=[O:11])[CH3:13]. Reported procedure: Substantially the same procedure as in Example 7 was repeated using 2.50 g (12.6 mmol) of 5,6-diamino-1,3-diethyluracil and 3.0 g (13.9 mmol) of 3-trifluoromethylcinnamic acid. Then, the resultant crude crystals were recrystallized from acetonitrile/water to give 2.07 g (yield of Compound 156 as white needles. The reactants are COC1=NC(=NC(=C1)OC)C1OC(C2=NC=CC=C21)=O (5-(4,6-dimethoxy-2-pyrimidinyl)furo[3,4,b]pyridine-7(5H)one), CO (methanol), [O-]Cl.[Na+] (NaOCl). Solvent: ClCCl (dichloromethane). The product is ClC1(OC(C2=NC=CC=C21)=O)C2=NC(=CC(=N2)OC)OC (5-Chloro-5-(4,6-dimethoxy-2-pyrimidinyl)furo[3,4-b]pyridine-7(5H)-one). As a reaction SMILES: [CH3:1][O:2][C:3]1[CH:8]=[C:7]([O:9][CH3:10])[N:6]=[C:5]([CH:11]2[C:19]3[C:14](=[N:15][CH:16]=[CH:17][CH:18]=3)[C:13](=[O:20])[O:12]2)[N:4]=1.CO.[O-][Cl:24].[Na+]>ClCCl>[Cl:24][C:11]1([C:5]2[N:4]=[C:3]([O:2][CH3:1])[CH:8]=[C:7]([O:9][CH3:10])[N:6]=2)[C:19]2[C:14](=[N:15][CH:16]=[CH:17][CH:18]=2)[C:13](=[O:20])[O:12]1 |f:2.3|. Procedure details: A mixture of 490 mg of 5-(4,6-dimethoxy-2-pyrimidinyl)furo[3,4,b]pyridine-7(5H)one and 50 ml of methanol is heated at 55° for 1/2 hour or until a homogeneous solution is formed. 2.6 g of NaOCl (common house bleach) is added dropwise. The mixture is taken up in dichloromethane an the organic phase separated and evaporated to dryness to yield the title compound, mp 146°-148° C. Starting materials: O (water), N1(CCOCC1)C1=CC(=C(C=O)C=C1)[N+](=O)[O-] (4-(morpholin-4-yl)-2-nitrobenzaldehyde), C([O-])([O-])=O.[K+].[K+] (potassium carbonate), [Br-].N1N=C(C2=CC=CC=C12)C[P+](C1=CC=CC=C1)(C1=CC=CC=C1)C1=CC=CC=C1 ((1H-Indazol-3-ylmethyl)triphenylphosphonium bromide). Run in CO (methanol). Run at time 1 hour. Yields the product N1(CCOCC1)C1=CC(=C(C=C1)C=CN1N=CC2=CC=CC=C12)[N+](=O)[O-] ([2-[4-(morpholin-4-yl)-2-nitrophenyl]vinyl]-1H-indazole). Isolated yield 90.0%. Reaction SMILES: [Br-].[NH:2]1[C:10]2[C:5](=[CH:6][CH:7]=[CH:8][CH:9]=2)[C:4](C[P+](C2C=CC=CC=2)(C2C=CC=CC=2)C2C=CC=CC=2)=[N:3]1.[N:31]1([C:37]2[CH:44]=[CH:43][C:40]([CH:41]=O)=[C:39]([N+:45]([O-:47])=[O:46])[CH:38]=2)[CH2:36][CH2:35][O:34][CH2:33][CH2:32]1.[C:48](=O)([O-])[O-].[K+].[K+].O>CO>[N:31]1([C:37]2[CH:44]=[CH:43][C:40]([CH:41]=[CH:48][N:2]3[C:10]4[C:5](=[CH:6][CH:7]=[CH:8][CH:9]=4)[CH:4]=[N:3]3)=[C:39]([N+:45]([O-:47])=[O:46])[CH:38]=2)[CH2:36][CH2:35][O:34][CH2:33][CH2:32]1 |f:0.1,3.4.5|. Reported procedure: (1H-Indazol-3-ylmethyl)triphenylphosphonium bromide (0.64 g, 1.3 mmol) was dissolved in methanol (8.0 mL) and the solution was added with 4-(morpholin-4-yl)-2-nitrobenzaldehyde (0.35 g, 1.5 mmol) and potassium carbonate (0.37 g, 2.7 mmol), followed by stirring at room temperature for 1 hour. The reaction mixture was added with water and the precipitated solid was collected by filtration and dried. The obtained solid was triturated in methanol to obtain (E)-3-([2-[4-(morpholin-4-yl)-2-nitrophenyl...